Dataset: the Open Reaction Database (ORD), a public repository of structured organic reaction records. Task: describe an organic reaction: reactants, conditions, products, and yield Starting materials: C1(=CC=CC=C1)C1=NN(C(=C1C1=CC=CC=C1)C1=CC=CC=C1)CCCCCCCCC#N (3,4,5-triphenyl-lH-pyrazole-1-nonanenitrile), C(CCC)[Sn](CCCC)(CCCC)N=[N+]=[N-] (tri-n-butyltin azide). The solvent is C(C)(=O)OCC (ethyl acetate). Conditions: temperature 140 celsius, time 2.5 hour. Yields the product C1(=CC=CC=C1)C1=NN(C(=C1C1=CC=CC=C1)C1=CC=CC=C1)CCCCCCCCC=1N=NNN1 (5-[8-(3,4,5-Triphenyl-lH-pyrazol-1-yl)octyl]-2 H-tetrazole). Yield: 72.3%. Reaction SMILES: [C:1]1([C:7]2[C:11]([C:12]3[CH:17]=[CH:16][CH:15]=[CH:14][CH:13]=3)=[C:10]([C:18]3[CH:23]=[CH:22][CH:21]=[CH:20][CH:19]=3)[N:9]([CH2:24][CH2:25][CH2:26][CH2:27][CH2:28][CH2:29][CH2:30][CH2:31][C:32]#[N:33])[N:8]=2)[CH:6]=[CH:5][CH:4]=[CH:3][CH:2]=1.C([Sn]([N:47]=[N+:48]=[N-:49])(CCCC)CCCC)CCC>C(OCC)(=O)C>[C:1]1([C:7]2[C:11]([C:12]3[CH:17]=[CH:16][CH:15]=[CH:14][CH:13]=3)=[C:10]([C:18]3[CH:19]=[CH:20][CH:21]=[CH:22][CH:23]=3)[N:9]([CH2:24][CH2:25][CH2:26][CH2:27][CH2:28][CH2:29][CH2:30][CH2:31][C:32]3[N:47]=[N:48][NH:49][N:33]=3)[N:8]=2)[CH:2]=[CH:3][CH:4]=[CH:5][CH:6]=1. Procedure: A mixture of 3,4,5-triphenyl-lH-pyrazole-1-nonanenitrile (1.25 g, 2.9 mmol) and tri-n-butyltin azide (1.15 g, 3.5 mmol) was heated with stirring at 140° C. under an atmosphere of nitrogen. After 2.5 hours, the mixture was cooled to room temperature, diluted with ethyl acetate and washed with 0.5 N HCl (3 x) and saturated sodium chloride solution before being dried and concentrated in vacuo. The residual oil was chromatographed on a column of silica gel using first a mixture of ethyl acetate and ... Starting materials: C1(O)=CC(O)=CC=C1 (Resorcinol), BrCC1=C(C=C(C=C1)OC)OC (4-bromomethyl-1,3-dimethoxybenzene), C([O-])([O-])=O.[K+].[K+] (potassium carbonate), C1COCCOCCOCCOCCOCCO1 (18-crown-6-ether). The solvent is CC(=O)C (acetone). Yields the product COC=1C=C(COC=2C=C(C=CC2)O)C=C(C1)OC (3-[3,5-Dimethoxy-benzyloxy]-phenol). Yield: 27.1%. As a reaction SMILES: [C:1]1([CH:8]=[CH:7][CH:6]=[C:4]([OH:5])[CH:3]=1)[OH:2].BrC[C:11]1[CH:16]=[CH:15][C:14]([O:17][CH3:18])=[CH:13][C:12]=1[O:19][CH3:20].[C:21](=O)([O-])[O-].[K+].[K+].C1OCCOCCOCCOCCOCCOC1>CC(C)=O>[CH3:18][O:17][C:14]1[CH:15]=[C:16]([CH:11]=[C:12]([O:19][CH3:20])[CH:13]=1)[CH2:21][O:2][C:1]1[CH:3]=[C:4]([OH:5])[CH:6]=[CH:7][CH:8]=1 |f:2.3.4|. Reported procedure: Resorcinol (0.21 g, 1.87 mmol), 4-bromomethyl-1,3-dimethoxybenzene (0.39 g, 1.70 mmol), potassium carbonate (0.26 g, 1.87 mmol) and 18-crown-6-ether (0.09 g, 0.34 mmol) were stirred together in acetone (15 cm3, 99%) under nitrogen at room temperature for 20 hours. The solution was evaporated under reduced pressure, and the residue was taken up in dichloromethane (10 cm3) and water (10 cm3). The aqueous layer was extracted with dichloromethane (2×10 cm3), and the combined extracts were washed wit... Starting materials: BrC1=C2C=CC=NC2=CC=C1C(F)(F)F (5-bromo-6-(trifluoromethyl)quinoline), C(=O)([O-])[O-].[Cs+].[Cs+] (Cs2CO3), CC1=NOC(=C1C1=CC2=C(N(C(N2)=O)C)C(=C1)B1OC(C(O1)(C)C)(C)C)C (5-(3,5-dimethylisoxazol-4-yl)-1-methyl-7-(4,4,5,5-tetramethyl-1,3,2-dioxaborolan-2-yl)-1H-benzo[d]imidazol-2(3H)-one). Reagents/catalysts: ICCC (IPr). Run in COCCOC.O (DME H2O). Reaction conditions: temperature 120 celsius. Yields the product CC1=NOC(=C1C1=CC2=C(N(C(N2)=O)C)C(=C1)C1=C2C=CC=NC2=CC=C1C(F)(F)F)C (5-(3,5-dimethylisoxazol-4-yl)-1-methyl-7-(6-(trifluoromethyl)quinolin-5-yl)-1H-benzo[d]imidazol-2(3H)-one). Reaction SMILES: [CH3:1][C:2]1[C:6]([C:7]2[CH:17]=[C:16](B3OC(C)(C)C(C)(C)O3)[C:10]3[N:11]([CH3:15])[C:12](=[O:14])[NH:13][C:9]=3[CH:8]=2)=[C:5]([CH3:27])[O:4][N:3]=1.Br[C:29]1[C:38]([C:39]([F:42])([F:41])[F:40])=[CH:37][CH:36]=[C:35]2[C:30]=1[CH:31]=[CH:32][CH:33]=[N:34]2.C([O-])([O-])=O.[Cs+].[Cs+]>ICCC.COCCOC.O>[CH3:1][C:2]1[C:6]([C:7]2[CH:17]=[C:16]([C:29]3[C:38]([C:39]([F:40])([F:41])[F:42])=[CH:37][CH:36]=[C:35]4[C:30]=3[CH:31]=[CH:32][CH:33]=[N:34]4)[C:10]3[N:11]([CH3:15])[C:12](=[O:14])[NH:13][C:9]=3[CH:8]=2)=[C:5]([CH3:27])[O:4][N:3]=1 |f:2.3.4,6.7|. Reported procedure: To a microwave vial containing 5-(3,5-dimethylisoxazol-4-yl)-1-methyl-7-(4,4,5,5-tetramethyl-1,3,2-dioxaborolan-2-yl)-1H-benzo[d]imidazol-2(3H)-one (30 mg, 0.08 mmol, 1 equiv.) was added 5-bromo-6-(trifluoromethyl)quinoline (68 mg, 0.24 mmol, 3 equiv.), Cs2CO3 (105 mg, 0.33 mmol, 4 equiv.) and PEPPSI™-IPr catalyst (11 mg, 0.016 mmol, 0.2 equiv.) and dissolved in DME-H2O (4 mL, 0.2 M, 2/1, v/v). The mixture was heated to 120° C. for 30 min in microwave. The reaction was concentrated in vacuo and ... Reactants: resultant mixture, COC1=CC(=NC=C1)C1=CC(=C(C=O)C=C1)[N+](=O)[O-] (4-(4-methoxypyridin-2-yl)-2-nitrobenzaldehyde), O (water), [H-].[Na+] (sodium hydride), C(C)OC(CP(=O)(OCC)OCC)=O (diethylphosphonoacetic acid ethyl ester). The solvent is O1CCCC1 (tetrahydrofuran), O1CCCC1 (tetrahydrofuran). Conditions: temperature 5 celsius, time 30 minute. The product is C(C)OC(C=CC1=C(C=C(C=C1)C1=NC=CC(=C1)OC)[N+](=O)[O-])=O (4-(4-methoxypyridin-2-yl)-2-nitrocinnamic acid ethyl ester). Reaction SMILES: [H-].[Na+].[CH2:3]([O:5][C:6](=[O:16])[CH2:7]P(OCC)(OCC)=O)[CH3:4].[CH3:17][O:18][C:19]1[CH:24]=[CH:23][N:22]=[C:21]([C:25]2[CH:32]=[CH:31][C:28]([CH:29]=O)=[C:27]([N+:33]([O-:35])=[O:34])[CH:26]=2)[CH:20]=1.O>O1CCCC1>[CH2:3]([O:5][C:6](=[O:16])[CH:7]=[CH:29][C:28]1[CH:31]=[CH:32][C:25]([C:21]2[CH:20]=[C:19]([O:18][CH3:17])[CH:24]=[CH:23][N:22]=2)=[CH:26][C:27]=1[N+:33]([O-:35])=[O:34])[CH3:4] |f:0.1|. Procedure: To a suspension of sodium hydride (60% dispersion in mineral oil, 101 mg) in tetrahydrofuran (10 ml) was added a solution of diethylphosphonoacetic acid ethyl ester (0.535 ml) dropwise at 0° C., and the mixture was stirred at 5° C. for 30 minutes. Then to the resultant mixture was added a solution of 4-(4-methoxypyridin-2-yl)-2-nitrobenzaldehyde (543 mg) in tetrahydrofuran (10 ml) dropwise at 0° C., and the mixture was stirred at ambient temperature for 1 hour. The reaction mixture was poured in... Reactants: CCN(CC)C(=O)CCC(=O)O, ClCCl, C(=NC1CCCCC1)=NC1CCCCC1, Cn1c(C(F)(F)F)cc(=O)n(-c2cc(O)c(Cl)cc2F)c1=O, c1cc(N2CCCC2)ccn1. Product: CCN(CC)C(=O)CCC(=O)Oc1cc(-n2c(=O)cc(C(F)(F)F)n(C)c2=O)c(F)cc1Cl. Reaction SMILES: [CH2:23]([CH3:24])[N:25]([C:26](=[O:27])[CH2:28][CH2:29][C:30](=[O:31])[OH:32])[CH2:33][CH3:34].[CH2:61]([Cl:62])[Cl:63].[CH:35]1([N:36]=[C:37]=[N:38][CH:39]2[CH2:40][CH2:41][CH2:42][CH2:43][CH2:44]2)[CH2:45][CH2:46][CH2:47][CH2:48][CH2:49]1.[Cl:1][c:2]1[cH:3][c:4]([F:22])[c:5](-[n:9]2[c:10](=[O:21])[n:11]([CH3:20])[c:12]([C:16]([F:17])([F:18])[F:19])[cH:13][c:14]2=[O:15])[cH:6][c:7]1[OH:8].[N:50]1([c:51]2[cH:52][cH:53][n:54][cH:55][cH:56]2)[CH2:57][CH2:58][CH2:59][CH2:60]1>>[Cl:1][c:2]1[cH:3][c:4]([F:22])[c:5](-[n:9]2[c:10](=[O:21])[n:11]([CH3:20])[c:12]([C:16]([F:17])([F:18])[F:19])[cH:13][c:14]2=[O:15])[cH:6][c:7]1[O:8][C:30]([CH2:29][CH2:28][C:26]([N:25]([CH2:23][CH3:24])[CH2:33][CH3:34])=[O:27])=[O:31]. Yields the product C1(=CC=CC=C1)C(=O)CC1=CC(=CC=C1)C (m-methylbenzyl phenyl ketone). Solvent: O (water). RXN SMILES: [C:1](#N)[C:2]1[CH:7]=[CH:6][CH:5]=[CH:4][CH:3]=1.[Mg].II.[CH3:12][C:13]1[CH:14]=[C:15]([CH:18]=[CH:19][CH:20]=1)[CH2:16]Br.CC[O:23]CC>O>[C:2]1([C:1]([CH2:12][C:13]2[CH:20]=[CH:19][CH:18]=[C:15]([CH3:16])[CH:14]=2)=[O:23])[CH:7]=[CH:6][CH:5]=[CH:4][CH:3]=1. Reported procedure: A solution of benzonitrile (58.5 g) in anhydrous ether (150 ml) is added dropwise with stirring to Grignard reagent which is prepared from magnesium turnings (14.6 g), a small amount of iodine and m-methylbenzylbromide (100 g) in anhydrous ether (800 ml) at moisture-free atmosphere. The mixture is refluxed for 6 hours. The reaction mixture is decomposed by adding water thereto, and the ether layer is separated and distilled to remove the solvent. The residue is mixed with 10% hydrochloric acid a... Starting materials: CCOCC (ether), II (iodine), C(C1=CC=CC=C1)#N (benzonitrile), CCOCC (ether), Grignard reagent, [Mg] (magnesium), CC=1C=C(CBr)C=CC1 (m-methylbenzylbromide). Reactants: C(C)(C)(C)OC(N(C)C(C)C(NC(C(C)(C)C)C(=O)N1C2C(CC1)NCC2COC2=CC(=C(C=C2)F)F)=O)=O ((1-{1-[6-(3,4-Difluoro-phenoxymethyl)-hexahydro-pyrrolo[3,2-b]pyrrole-1-carbonyl]-2,2-dimethyl-propylcarbamoyl}-ethyl)-methyl-carbamic acid tert-butyl ester), TEA, CN=C=O (methyl isocyanate). Run in C(Cl)Cl (DCM). Run at time 2.5 hour. Product: C(C)(C)(C)OC(N(C)C(C)C(NC(C(C)(C)C)C(=O)N1C2C(CC1)N(CC2COC2=CC(=C(C=C2)F)F)C(NC)=O)=O)=O ((1-{1-[6-(3,4-Difluoro-phenoxymethyl)-4-methylcarbamoyl-hexahydro-pyrrolo[3,2-b]pyrrole-1-carbonyl]-2,2-dimethylpropylcarbamoyl}-ethyl)-methyl-carbamic acid tert-butyl ester), foam. The yield is 72.0%. RXN SMILES: [C:1]([O:5][C:6](=[O:39])[N:7]([CH:9]([C:11](=[O:38])[NH:12][CH:13]([C:18]([N:20]1[CH2:24][CH2:23][CH:22]2[NH:25][CH2:26][CH:27]([CH2:28][O:29][C:30]3[CH:35]=[CH:34][C:33]([F:36])=[C:32]([F:37])[CH:31]=3)[CH:21]12)=[O:19])[C:14]([CH3:17])([CH3:16])[CH3:15])[CH3:10])[CH3:8])([CH3:4])([CH3:3])[CH3:2].[CH3:40][N:41]=[C:42]=[O:43]>C(Cl)Cl>[C:1]([O:5][C:6](=[O:39])[N:7]([CH:9]([C:11](=[O:38])[NH:12][CH:13]([C:18]([N:20]1[CH2:24][CH2:23][CH:22]2[N:25]([C:42](=[O:43])[NH:41][CH3:40])[CH2:26][CH:27]([CH2:28][O:29][C:30]3[CH:35]=[CH:34][C:33]([F:36])=[C:32]([F:37])[CH:31]=3)[CH:21]12)=[O:19])[C:14]([CH3:16])([CH3:17])[CH3:15])[CH3:10])[CH3:8])([CH3:2])([CH3:3])[CH3:4]. Procedure: A solution of amine 84 (220 mg, 0.4 mmol) in DCM (10 mL) was treated with TEA (0.11 mL, 0.78 mmol) followed by methyl isocyanate (0.05 mL, 0.78 mmol). After 2.5 h, the reaction mixture was quenched with MeOH (5 mL) followed by NH4OH (15M, 10 drops). After 10 min, the solution was diluted with DCM, washed successively with 1M HCl, saturated aqueous NaHCO3, and brine, dried over anhydrous Na2SO4, filtered and concentrated to afford 90 as a pale, yellow-colored foam (175 mg, 72%) that was used with... The reactants are CCCC[Sn](CCCC)(CCCC)c1ccccn1, CN(C)C=O, COc1ccc(F)nc1I. Yields the product COc1ccc(F)nc1-c1ccccn1. As a reaction SMILES: [CH2:11]([Sn:12]([CH2:13][CH2:14][CH2:15][CH3:22])([c:16]1[n:17][cH:18][cH:19][cH:20][cH:21]1)[CH2:23][CH2:24][CH2:25][CH3:26])[CH2:27][CH2:28][CH3:29].[CH3:30][N:31]([CH3:32])[CH:33]=[O:34].[F:1][c:2]1[cH:3][cH:4][c:5]([O:9][CH3:10])[c:6]([I:8])[n:7]1>>[F:1][c:2]1[cH:3][cH:4][c:5]([O:9][CH3:10])[c:6](-[c:16]2[n:17][cH:18][cH:19][cH:20][cH:21]2)[n:7]1. Reactants: ClS(=O)(=O)O (chlorosulfonic acid), C(C)(=O)N1CCC2=C(C(C1)C1=CC=CC=C1)C=C(C=C2)OC (3-acetyl-8-methoxy-1-phenyl-2,3,4,5-tetrahydro-1H-3-benzazepine), ice water. Run in C(Cl)Cl (methylene chloride). Reaction conditions: time 2 hour. Product: C(C)(=O)N1CCC2=C(C(C1)C1=CC=C(C=C1)S(=O)(=O)Cl)C=C(C(=C2)S(=O)(=O)Cl)OC (3-acetyl-7-chlorosulfonyl-1-[4-(chlorosulfonyl)phenyl]-8-methoxy-2,3,4,5-tetrahydro-1H-3-benzazepine). RXN SMILES: [C:1]([N:4]1[CH2:10][CH:9]([C:11]2[CH:16]=[CH:15][CH:14]=[CH:13][CH:12]=2)[C:8]2[CH:17]=[C:18]([O:21][CH3:22])[CH:19]=[CH:20][C:7]=2[CH2:6][CH2:5]1)(=[O:3])[CH3:2].[Cl:23][S:24]([OH:27])(=O)=[O:25]>C(Cl)Cl>[C:1]([N:4]1[CH2:10][CH:9]([C:11]2[CH:16]=[CH:15][C:14]([S:24]([Cl:23])(=[O:27])=[O:25])=[CH:13][CH:12]=2)[C:8]2[CH:17]=[C:18]([O:21][CH3:22])[C:19]([S:24]([Cl:23])(=[O:27])=[O:25])=[CH:20][C:7]=2[CH2:6][CH2:5]1)(=[O:3])[CH3:2]. Procedure details: A solution of 3-acetyl-8-methoxy-1-phenyl-2,3,4,5-tetrahydro-1H-3-benzazepine (13 g, 0.01 m) in methylene chloride (50 ml) stirred at 5° was treated with chlorosulfonic acid (11.6 g, 0.1 m). The mixture was stirred at 25° for 2 hours, poured into ice water and extracted with chloroform. The chloroform extract was washed, dried with sodium sulfate and concentrated in vacuo to give 3-acetyl-7-chlorosulfonyl-1-[4-(chlorosulfonyl)phenyl]-8-methoxy-2,3,4,5-tetrahydro-1H-3-benzazepine. Starting materials: COC1=CC2=C(CC(N(CC2)CCCN(CCCS(=O)(=O)C2=CC(=C(C=C2)OC)OC)C)=O)C=C1OC (N-[3-(7,8-dimethoxy-1,3,4,5-tetrahydro-2H-3-benzazepin-2-on-3-yl)-propyl]-N-[3-(3,4-dimethoxy-phenylsulfonyl)-propyl]-methylamine), [Se](=O)=O (selenium dioxide). Yields the product COC1=CC2=C(C(C(N(CC2)CCCN(CCCS(=O)(=O)C2=CC(=C(C=C2)OC)OC)C)=O)=O)C=C1OC (N-[3-(7,8-Dimethoxy-1,3,4,5-tetrahydro-2H-3-benzazepin-1,2-dion-3-yl)-propyl]-N-[3-(3,4-dimethoxy-phenylsulfonyl)-propyl]-methylamine). RXN SMILES: [CH3:1][O:2][C:3]1[C:35]([O:36][CH3:37])=[CH:34][C:6]2[CH2:7][C:8](=[O:33])[N:9]([CH2:12][CH2:13][CH2:14][N:15]([CH3:32])[CH2:16][CH2:17][CH2:18][S:19]([C:22]3[CH:27]=[CH:26][C:25]([O:28][CH3:29])=[C:24]([O:30][CH3:31])[CH:23]=3)(=[O:21])=[O:20])[CH2:10][CH2:11][C:5]=2[CH:4]=1.[Se](=O)=[O:39]>>[CH3:1][O:2][C:3]1[C:35]([O:36][CH3:37])=[CH:34][C:6]2[C:7](=[O:39])[C:8](=[O:33])[N:9]([CH2:12][CH2:13][CH2:14][N:15]([CH3:32])[CH2:16][CH2:17][CH2:18][S:19]([C:22]3[CH:27]=[CH:26][C:25]([O:28][CH3:29])=[C:24]([O:30][CH3:31])[CH:23]=3)(=[O:21])=[O:20])[CH2:10][CH2:11][C:5]=2[CH:4]=1. Reported procedure: The title compound is prepared from N-[3-(7,8-dimethoxy-1,3,4,5-tetrahydro-2H-3-benzazepin-2-on-3-yl)-propyl]-N-[3-(3,4-dimethoxy-phenylsulfonyl)-propyl]-methylamine and selenium dioxide analogously to Example 55.